This data is from the Open Reaction Database (ORD), a public repository of structured organic reaction records. The task is: describe an organic reaction: reactants, conditions, products, and yield Starting materials: solution, ice, [Si](C)(C)(C(C)(C)C)OCC=1C=C(C#N)C=CC1 (3-(tert -butyldimethylsilyloxymethyl)benzonitrile), [H-].[H-].[H-].[H-].[Li+].[Al+3] (LiAlH4). Solvent: C1CCOC1 (THF), C1CCOC1 (THF). Run at temperature 0 celsius. The product is [Si](C)(C)(C(C)(C)C)OCC=1C=C(CN)C=CC1 (3-(tert-Butyldimethylsilyloxymethyl)benzylamine). Isolated yield 30.9%. RXN SMILES: [Si:1]([O:8][CH2:9][C:10]1[CH:11]=[C:12]([CH:15]=[CH:16][CH:17]=1)[C:13]#[N:14])([C:4]([CH3:7])([CH3:6])[CH3:5])([CH3:3])[CH3:2].[H-].[H-].[H-].[H-].[Li+].[Al+3]>C1COCC1>[Si:1]([O:8][CH2:9][C:10]1[CH:11]=[C:12]([CH:15]=[CH:16][CH:17]=1)[CH2:13][NH2:14])([C:4]([CH3:7])([CH3:6])[CH3:5])([CH3:3])[CH3:2] |f:1.2.3.4.5.6|. Reported procedure: To an ice-cold solution of 3-(tert -butyldimethylsilyloxymethyl)benzonitrile (4.5 g, 18 mmol) in THF (47 mL) was added LiAlH4 (27 mL, of a 1 M solution in THF, 27 mmol), and the reaction mixture was stirred at reflux for 3 h. The reaction mixture was cooled to 0° C., and the reaction was quenched with water (25 mL) and 15% NaOH in water (75 mL). The reaction mixture was filtered, concentrated under reduced pressure, and the residue was dissolved in EtOAc. The organic solution was washed with wat... Starting materials: C[Sn](C)(C)c1ccc2nc(C(=O)Nc3ccccc3)cn2c1, Cc1nc(I)c[nH]1, C1CCOC1, c1coc(P(c2ccco2)c2ccco2)c1. Yields the product Cc1nc(-c2ccc3nc(C(=O)Nc4ccccc4)cn3c2)c[nH]1. Reaction SMILES: [CH3:1][Sn:2]([c:3]1[cH:4][cH:5][c:6]2[n:7]([cH:8]1)[cH:9][c:10]([C:12](=[O:13])[NH:14][c:15]1[cH:16][cH:17][cH:18][cH:19][cH:20]1)[n:11]2)([CH3:21])[CH3:22].[CH3:23][c:24]1[nH:25][cH:26][c:27]([I:29])[n:28]1.[O:46]1[CH2:47][CH2:48][CH2:49][CH2:50]1.[o:30]1[cH:31][cH:32][cH:33][c:34]1[P:35]([c:36]1[o:37][cH:38][cH:39][cH:40]1)[c:41]1[o:42][cH:43][cH:44][cH:45]1>>[c:3]1(-[c:27]2[cH:26][nH:25][c:24]([CH3:23])[n:28]2)[cH:4][cH:5][c:6]2[n:7]([cH:8]1)[cH:9][c:10]([C:12](=[O:13])[NH:14][c:15]1[cH:16][cH:17][cH:18][cH:19][cH:20]1)[n:11]2.